From a dataset of the Open Reaction Database (ORD), a public repository of structured organic reaction records. describe an organic reaction: reactants, conditions, products, and yield The reactants are N1C=CC2=CC(=CC=C12)NC(=O)C1CC1 (N-(1H-indol-5-yl)cyclopropanecarboxamide), ClC1=CC=C(C=N1)OC1CCN(CC1)C(=O)OC(C)(C)C (tert-butyl 4-((6-chloropyridin-3-yl)oxy)piperidine-1-carboxylate). The product is C(C)(C)(C)OC(=O)N1CCC(CC1)OC=1C=NC(=CC1)N1C=CC2=CC(=CC=C12)NC(=O)C1CC1 (tert-Butyl-4-((6-(5-(cyclopropanecarboxamido)-1H-indol-1-yl)pyridine-3-yl)oxy)piperidine-1-carboxylate). Reaction SMILES: [NH:1]1[C:9]2[C:4](=[CH:5][C:6]([NH:10][C:11]([CH:13]3[CH2:15][CH2:14]3)=[O:12])=[CH:7][CH:8]=2)[CH:3]=[CH:2]1.Cl[C:17]1[N:22]=[CH:21][C:20]([O:23][CH:24]2[CH2:29][CH2:28][N:27]([C:30]([O:32][C:33]([CH3:36])([CH3:35])[CH3:34])=[O:31])[CH2:26][CH2:25]2)=[CH:19][CH:18]=1>>[C:33]([O:32][C:30]([N:27]1[CH2:26][CH2:25][CH:24]([O:23][C:20]2[CH:21]=[N:22][C:17]([N:1]3[C:9]4[C:4](=[CH:5][C:6]([NH:10][C:11]([CH:13]5[CH2:14][CH2:15]5)=[O:12])=[CH:7][CH:8]=4)[CH:3]=[CH:2]3)=[CH:18][CH:19]=2)[CH2:29][CH2:28]1)=[O:31])([CH3:36])([CH3:34])[CH3:35]. Procedure: The title compound was prepared by following the similar procedure as described in Example-1 using N-(1H-indol-5-yl)cyclopropanecarboxamide (intermediate-02) and tert-butyl 4-((6-chloropyridin-3-yl)oxy)piperidine-1-carboxylate (intermediate-06). Reactants: CCOC(=O)c1c(Cc2cccc(OC)n2)c(Br)n(COCc2ccccc2)c1C=O, CC1(C)OB(c2ccc(OC(F)F)c(OC3CC3)c2)OC1(C)C. Yields the product CCOC(=O)c1c(Cc2cccc(OC)n2)c(-c2ccc(OC(F)F)c(OC3CC3)c2)n(COCc2ccccc2)c1C=O. RXN SMILES: [CH2:1]([c:2]1[cH:3][cH:4][cH:5][cH:6][cH:7]1)[O:8][CH2:9][n:10]1[c:11]([CH:30]=[O:31])[c:12]([C:25](=[O:26])[O:27][CH2:28][CH3:29])[c:13]([CH2:16][c:17]2[n:18][c:19]([O:23][CH3:24])[cH:20][cH:21][cH:22]2)[c:14]1[Br:15].[CH:32]1([O:35][c:36]2[cH:37][c:38]([B:46]3[O:47][C:48]([CH3:49])([CH3:50])[C:51]([CH3:52])([CH3:53])[O:54]3)[cH:39][cH:40][c:41]2[O:42][CH:43]([F:44])[F:45])[CH2:33][CH2:34]1>>[CH2:1]([c:2]1[cH:3][cH:4][cH:5][cH:6][cH:7]1)[O:8][CH2:9][n:10]1[c:11]([CH:30]=[O:31])[c:12]([C:25](=[O:26])[O:27][CH2:28][CH3:29])[c:13]([CH2:16][c:17]2[n:18][c:19]([O:23][CH3:24])[cH:20][cH:21][cH:22]2)[c:14]1-[c:38]1[cH:37][c:36]([O:35][CH:32]2[CH2:33][CH2:34]2)[c:41]([O:42][CH:43]([F:44])[F:45])[cH:40][cH:39]1. Reactants: COC1=CC=C(C=C1)C(=CCO)C1=CC=C(C=C1)OC (3,3-bis-(4-methoxyphenyl)-prop-2-en-1-ol), C1(=CC=CC=C1)P(C1=CC=CC=C1)C1=CC=CC=C1 (triphenylphosphine), C(C)OC([C@H](CC1=CC=C(C=C1)O)OCC)=O ((2S)-2-ethoxy-3-(4-hydroxy-phenyl)-propionic acid ethyl ester), CCOC(=O)/N=N/C(=O)OCC (diethy lazodicarboxylate). The product is C(C)OC([C@H](CC1=CC=C(C=C1)OCC=C(C1=CC=C(C=C1)OC)C1=CC=C(C=C1)OC)OCC)=O ((2S)-3-{4-[3,3-Bis-(4-methoxyphenyl)-allyloxy]-phenyl}-2-ethoxy-propionic acid ethyl ester). The yield is 17.7%. As a reaction SMILES: [CH3:1][O:2][C:3]1[CH:8]=[CH:7][C:6]([C:9]([C:13]2[CH:18]=[CH:17][C:16]([O:19][CH3:20])=[CH:15][CH:14]=2)=[CH:10][CH2:11][OH:12])=[CH:5][CH:4]=1.C1(P(C2C=CC=CC=2)C2C=CC=CC=2)C=CC=CC=1.[CH2:40]([O:42][C:43](=[O:56])[C@@H:44]([O:53][CH2:54][CH3:55])[CH2:45][C:46]1[CH:51]=[CH:50][C:49](O)=[CH:48][CH:47]=1)[CH3:41].CCOC(/N=N/C(OCC)=O)=O>>[CH2:40]([O:42][C:43](=[O:56])[C@@H:44]([O:53][CH2:54][CH3:55])[CH2:45][C:46]1[CH:51]=[CH:50][C:49]([O:12][CH2:11][CH:10]=[C:9]([C:6]2[CH:5]=[CH:4][C:3]([O:2][CH3:1])=[CH:8][CH:7]=2)[C:13]2[CH:14]=[CH:15][C:16]([O:19][CH3:20])=[CH:17][CH:18]=2)=[CH:48][CH:47]=1)[CH3:41]. Procedure: Reaction of 3,3-bis-(4-methoxyphenyl)-prop-2-en-1-ol (1.62 g, 5.99 mmol), triphenylphosphine (2.88 g, 10.98 mmol), (2S)-2-ethoxy-3-(4-hydroxy-phenyl)-propionic acid ethyl ester (1.19 g, 4.99 mmol) and diethy lazodicarboxylate (1.92 g, 11.04 mmol) in an identical manner to example 1 gave the title compound (0.434 g, 17%).